The task is: describe an organic reaction: reactants, conditions, products, and yield. This data is from the Open Reaction Database (ORD), a public repository of structured organic reaction records. The reactants are [Al+3], C1CCOC1, [H-], [H-], [H-], [H-], [Li+], O=Cc1ccc(Oc2ccccc2)cc1. The product is OCc1ccc(Oc2ccccc2)cc1. As a reaction SMILES: [Al+3:17].[CH2:22]1[O:23][CH2:24][CH2:25][CH2:26]1.[H-:16].[H-:19].[H-:20].[H-:21].[Li+:18].[O:1]([c:2]1[cH:3][cH:4][cH:5][cH:6][cH:7]1)[c:8]1[cH:9][cH:10][c:11]([CH:12]=[O:13])[cH:14][cH:15]1>>[O:1]([c:2]1[cH:3][cH:4][cH:5][cH:6][cH:7]1)[c:8]1[cH:9][cH:10][c:11]([CH2:12][OH:13])[cH:14][cH:15]1.